From a dataset of the Open Reaction Database (ORD), a public repository of structured organic reaction records. describe an organic reaction: reactants, conditions, products, and yield Reactants: C1(=CC=CC=C1)P(C1=CC=CC=C1)C1=CC=CC=C1 (triphenylphosphine), ice, OCCCCCCCCCC#C (11-hydroxyundecyne), C(Br)(Br)(Br)Br (carbon tetrabromide). Solvent: C(Cl)Cl (methylene chloride). Conditions: temperature 0 celsius, time 5 minute. Yields the product BrCCCCCCCCCC#C (11-bromoundecyne). Yield: 52.4%. RXN SMILES: O[CH2:2][CH2:3][CH2:4][CH2:5][CH2:6][CH2:7][CH2:8][CH2:9][CH2:10][C:11]#[CH:12].C(Br)(Br)(Br)[Br:14].C1(P(C2C=CC=CC=2)C2C=CC=CC=2)C=CC=CC=1>C(Cl)Cl>[Br:14][CH2:2][CH2:3][CH2:4][CH2:5][CH2:6][CH2:7][CH2:8][CH2:9][CH2:10][C:11]#[CH:12]. Procedure details: To an ice-cold solution of 11-hydroxyundecyne (10 g, 59.4 mmoles) in 400 ml of methylene chloride under argon was added in one portion carbon tetrabromide (40.5 g, 0.1224 mole). The reaction mixture was stirred at 0° C. for 5 minutes and triphenylphosphine (29.43 g, 0.1122 mole) was added. The reaction was kept at 0° C. for an additional 15 minutes and stirred at room temperature for 3 hours. The methylene chloride was removed in vacuo. The residue was treated with hexane and the combined organi... Procedure details: Prepared from Intermediate D and α,α-dimethylglycine cyclopentyl ester. 1H NMR (300 MHz, d3-MeOD) 6.96 (1H, s), 6.34 (1H, s), 5.26-5.39 (1H, m), 4.29 (2H, br. s.), 3.28 (1H, br. s.), 3.18 (1H, dt, J=13.6, 6.8 Hz), 3.03-3.12 (2H, m), 2.98 (2H, t, J=12.4 Hz), 1.64-2.01 (11H, m), 1.59 (6H, s), 1.24-1.38 (3H, m), 1.19 (6H, d, J=7.0 Hz) LC/MS: purity 97%, m/z 461 [M+H]+ Product: OC1=C(C=C(C(=C1)O)C(C)C)C(=O)N1CCC(CC1)CCNC(C)(C(=O)OC1CCCC1)C (cyclopentyl N-[2-(1-{[2,4-dihydroxy-5-(propan-2-yl)phenyl]carbonyl}piperidin-4-yl)ethyl]-2-methylalaninate). RXN SMILES: C([O:8][C:9]1[CH:14]=[C:13]([O:15]CC2C=CC=CC=2)[C:12]([C:23]([CH3:25])=[CH2:24])=[CH:11][C:10]=1[C:26]([N:28]1[CH2:33][CH2:32][CH:31]([CH2:34][CH:35]=O)[CH2:30][CH2:29]1)=[O:27])C1C=CC=CC=1.[CH:37]1([O:42][C:43](=[O:48])[C:44]([CH3:47])([CH3:46])[NH2:45])[CH2:41][CH2:40][CH2:39][CH2:38]1>>[OH:8][C:9]1[CH:14]=[C:13]([OH:15])[C:12]([CH:23]([CH3:24])[CH3:25])=[CH:11][C:10]=1[C:26]([N:28]1[CH2:33][CH2:32][CH:31]([CH2:34][CH2:35][NH:45][C:44]([CH3:46])([C:43]([O:42][CH:37]2[CH2:38][CH2:39][CH2:40][CH2:41]2)=[O:48])[CH3:47])[CH2:30][CH2:29]1)=[O:27]. Starting materials: C(C1=CC=CC=C1)OC1=C(C=C(C(=C1)OCC1=CC=CC=C1)C(=C)C)C(=O)N1CCC(CC1)CC=O (2—(1-{[2,4-bis(benzyloxy)-5-(prop-1-en-2-yl)phenyl]carbonyl}piperidin-4-yl)acetaldehyde), C1(CCCC1)OC(C(N)(C)C)=O (α,α-dimethylglycine cyclopentyl ester). Starting materials: C(C)(=O)C1N(CCCC1)C(C1=CC(=CC(=C1)OC)OC)=O (2-acetyl-1-[3,5-bis(methoxy)benzoyl]piperidine), FC(C(=O)O)(F)F (trifluoroacetic acid). Run in C(Cl)(Cl)(Cl)Cl (carbon tetrachloride). Conditions: temperature 25 celsius. The product is COC1=CC2=C(C(=C3CCCCN3C2=O)C)C(=C1)OC (8,10-bis(methoxy)-1,2,3,4-tetrahydro-11-methyl-6H-benzo[b]quinolizin-6-one). Reaction SMILES: [C:1]([CH:4]1[CH2:9][CH2:8][CH2:7][CH2:6][N:5]1[C:10](=[O:21])[C:11]1[CH:16]=[C:15]([O:17][CH3:18])[CH:14]=[C:13]([O:19][CH3:20])[CH:12]=1)(=O)[CH3:2].FC(F)(F)C(O)=O>C(Cl)(Cl)(Cl)Cl>[CH3:20][O:19][C:13]1[CH:14]=[C:15]([O:17][CH3:18])[C:16]2[C:1]([CH3:2])=[C:4]3[N:5]([C:10](=[O:21])[C:11]=2[CH:12]=1)[CH2:6][CH2:7][CH2:8][CH2:9]3. Procedure: Reflux a solution of 2-acetyl-1-[3,5-bis(methoxy)benzoyl]piperidine (4.62 g), trifluoroacetic acid (3 ml), and carbon tetrachloride (97 ml) for 20 hours under nitrogen. Cool the solution to 25° C., and sequentially wash it with water, 1M sodium bicarbonate solution, and with water. Concentrate the dried, filtered organic solution, and cool it to induce crystallization. Recrystallize the resulting solid to obtain 8,10-bis(methoxy)-1,2,3,4-tetrahydro-11-methyl-6H-benzo[b]quinolizin-6-one, m.p. 165... Reactants: CSC1CC(=O)N1C(C)=O, ClCCl, O=C(OO)c1cccc(Cl)c1. Product: CC(=O)N1C(=O)CC1S(C)=O. Reaction SMILES: [C:1]([CH3:2])(=[O:3])[N:4]1[C:5](=[O:10])[CH2:6][CH:7]1[S:8][CH3:9].[CH2:22]([Cl:23])[Cl:24].[Cl:11][c:12]1[cH:13][cH:14][cH:15][c:16]([C:17]([O:18][OH:20])=[O:19])[cH:21]1>>[C:1]([CH3:2])(=[O:3])[N:4]1[C:5](=[O:10])[CH2:6][CH:7]1[S:8]([CH3:9])=[O:19]. Reactants: BrC(Br)(Br)Br, ClCCl, OCc1ccc(-c2nc3ccc(C4(c5ccccc5)CC4)nc3s2)c(F)c1, c1ccc(P(c2ccccc2)c2ccccc2)cc1. Product: Fc1cc(CBr)ccc1-c1nc2ccc(C3(c4ccccc4)CC3)nc2s1. Reaction SMILES: [C:47]([Br:48])([Br:49])([Br:50])[Br:51].[Cl:52][CH2:53][Cl:54].[F:1][c:2]1[cH:3][c:4]([CH2:26][OH:27])[cH:5][cH:6][c:7]1-[c:8]1[s:9][c:10]2[n:11][c:12]([C:17]3([c:20]4[cH:21][cH:22][cH:23][cH:24][cH:25]4)[CH2:18][CH2:19]3)[cH:13][cH:14][c:15]2[n:16]1.[c:28]1([P:29]([c:30]2[cH:31][cH:32][cH:33][cH:34][cH:35]2)[c:36]2[cH:37][cH:38][cH:39][cH:40][cH:41]2)[cH:42][cH:43][cH:44][cH:45][cH:46]1>>[F:1][c:2]1[cH:3][c:4]([CH2:26][Br:48])[cH:5][cH:6][c:7]1-[c:8]1[s:9][c:10]2[n:11][c:12]([C:17]3([c:20]4[cH:21][cH:22][cH:23][cH:24][cH:25]4)[CH2:18][CH2:19]3)[cH:13][cH:14][c:15]2[n:16]1. The reactants are CS(=O)(=O)OC1=C2C(OCC2=C(C(=C1C/C=C(\C(=O)OC(C)(C)C)/Cl)OC)C)=O (t-Butyl (E)-4-(1,3-dihydro-4-methanesulfonyloxy-6-methoxy-7-methyl -3-oxoisobenzofuran-5-yl)-2-chlorobut-2-enoate). Solvent: FC(C(=O)O)(F)F (trifluoroacetic acid), C(Cl)Cl (CH2Cl2). Run at time 90 minute. The product is CS(=O)(=O)OC1=C2C(OCC2=C(C(=C1C/C=C(\C(=O)O)/Cl)OC)C)=O ((E)-4-(1,3-dihydro-4-methanesulfonyloxy-6-methoxy -7-methyl-3-oxoisobenzofuran-5-yl)-2-chlorobut-2-enoic acid). The yield is 89.4%. As a reaction SMILES: [CH3:1][S:2]([O:5][C:6]1[C:14]([CH2:15]/[CH:16]=[C:17](/[Cl:25])\[C:18]([O:20]C(C)(C)C)=[O:19])=[C:13]([O:26][CH3:27])[C:12]([CH3:28])=[C:11]2[C:7]=1[C:8](=[O:29])[O:9][CH2:10]2)(=[O:4])=[O:3]>FC(F)(F)C(O)=O.C(Cl)Cl>[CH3:1][S:2]([O:5][C:6]1[C:14]([CH2:15]/[CH:16]=[C:17](/[Cl:25])\[C:18]([OH:20])=[O:19])=[C:13]([O:26][CH3:27])[C:12]([CH3:28])=[C:11]2[C:7]=1[C:8](=[O:29])[O:9][CH2:10]2)(=[O:3])=[O:4]. Procedure details: t-Butyl (E)-4-(1,3-dihydro-4-methanesulfonyloxy-6-methoxy-7-methyl -3-oxoisobenzofuran-5-yl)-2-chlorobut-2-enoate (2.7 g) was dissolved in freshly distilled trifluoroacetic acid (25 ml) and stirred at room temperature for 90 minutes. The mixture was diluted with CH2Cl2 (25 ml) and evaporated to dryness and repeated until a cream solid was obtained. The solid was recrystallized from a 4:1 mixture of hexanes-CH2CH2 (25 ml) affording 2.11 g of (E)-4-(1,3-dihydro-4-methanesulfonyloxy-6-methoxy -7-me...